This data is from the Open Reaction Database (ORD), a public repository of structured organic reaction records. The task is: describe an organic reaction: reactants, conditions, products, and yield Reactants: CN1N=CC2=CC(=CC=C12)SC1=C(C#N)C=C(C=C1)F (2-(1-methyl-1H-indazol-5-ylsulfanyl)-5-fluorobenzonitrile), Cl (HCl). Reagents/catalysts: [OH-].[OH-].[Pd+2] (Pd(OH)2/C). Run in CO (MeOH). Conditions: time 18 hour. The product is CN1N=CC2=CC(=CC=C12)SC1=C(CN)C=C(C=C1)F (2-(1-Methyl-1H-indazol-5-ylsulfanyl)-5-fluorobenzylamine). RXN SMILES: [CH3:1][N:2]1[C:10]2[C:5](=[CH:6][C:7]([S:11][C:12]3[CH:19]=[CH:18][C:17]([F:20])=[CH:16][C:13]=3[C:14]#[N:15])=[CH:8][CH:9]=2)[CH:4]=[N:3]1.Cl>CO.[OH-].[OH-].[Pd+2]>[CH3:1][N:2]1[C:10]2[C:5](=[CH:6][C:7]([S:11][C:12]3[CH:19]=[CH:18][C:17]([F:20])=[CH:16][C:13]=3[CH2:14][NH2:15])=[CH:8][CH:9]=2)[CH:4]=[N:3]1 |f:3.4.5|. Procedure: A solution of compound (4r), (0.43 g, 1.5 mmol) in MeOH (30 mL) was purged with nitrogen and treated with Pd(OH)2/C catalyst (15% wt, 280 mg, 0.3 mmol) followed by concentrated HCl (0.38 mL, 4.6 mmol). After purging more with nitrogen, a hydrogen-filled balloon was placed on top of the flask. After stirring at room temperature for 18 hours, the LC showed no more starting material. Next, K2CO3 (0.5 g) was added. The catalyst was filtered through a plug of silicagel/celite/sand and washed with CHC... Starting materials: ClS(=O)(=O)O (Chlorosulfonic acid), C(C)(C)C1=CC=C(C=C1)N1C=CC=C1 (1-(4'-isopropylphenyl)pyrrole). Solvent: C(Cl)(Cl)Cl (chloroform). Run at temperature 0 celsius, time 1 hour. The product is C(C)(C)C1=CC=C(C=C1)N1C(=CC=C1)S(=O)(=O)O (1-(4'-isopropylphenyl)pyrrole-2-sulfonic acid). Yield: 41.8%. RXN SMILES: Cl[S:2]([OH:5])(=[O:4])=[O:3].[CH:6]([C:9]1[CH:14]=[CH:13][C:12]([N:15]2[CH:19]=[CH:18][CH:17]=[CH:16]2)=[CH:11][CH:10]=1)([CH3:8])[CH3:7]>C(Cl)(Cl)Cl>[CH:6]([C:9]1[CH:14]=[CH:13][C:12]([N:15]2[CH:19]=[CH:18][CH:17]=[C:16]2[S:2]([OH:5])(=[O:4])=[O:3])=[CH:11][CH:10]=1)([CH3:8])[CH3:7]. Procedure: Chlorosulfonic acid (1.82 ml, 27.08 mmol) was slowly added to a solution of 1-(4'-isopropylphenyl)pyrrole (5.01 g, 27.08 mmol) in chloroform (100 ml) at 0° C. The resulting solution was stirred at 0° C. for 1 h and for an additional 1 h at room temperature. Chloroform was removed under reduced pressure. The resultant brown liquid was diluted with ethyl acetate (200 ml) and washed with 1N sodium hydroxide. The aqueous layer was then acidified with concentrated hydrochloric acid (pH<1) and then ex... The reactants are CCOC(C)=O, ClC(Cl)Cl, O=C(OO)c1cccc(Cl)c1, Fc1cnccc1-c1nc2cc(C(F)(F)F)ccc2o1. The product is [O-][n+]1ccc(-c2nc3cc(C(F)(F)F)ccc3o2)c(F)c1. RXN SMILES: [CH3:36][CH2:37][O:38][C:39](=[O:40])[CH3:41].[CH:21]([Cl:22])([Cl:23])[Cl:24].[Cl:25][c:26]1[cH:27][cH:28][cH:29][c:30]([C:31]([O:32][OH:34])=[O:33])[cH:35]1.[F:1][c:2]1[cH:3][n:4][cH:5][cH:6][c:7]1-[c:8]1[o:9][c:10]2[c:11]([n:12]1)[cH:13][c:14]([C:17]([F:18])([F:19])[F:20])[cH:15][cH:16]2>>[F:1][c:2]1[cH:3][n+:4]([O-:33])[cH:5][cH:6][c:7]1-[c:8]1[o:9][c:10]2[c:11]([n:12]1)[cH:13][c:14]([C:17]([F:18])([F:19])[F:20])[cH:15][cH:16]2. As a reaction SMILES: [Br:6][c:7]1[c:8]([CH3:18])[cH:9][c:10]2[c:11]([n:12]1)[CH2:13][CH2:14][CH2:15][CH2:16][CH2:17]2.[CH2:1]([Li:2])[CH2:3][CH2:4][CH3:5].[CH3:19][c:20]1[cH:21][cH:22][c:23]([C:26]([CH3:27])=[O:28])[cH:24][cH:25]1.[CH3:30][CH2:31][CH2:32][CH2:33][CH2:34][CH3:35].[CH3:36][c:37]1[cH:38][cH:39][cH:40][cH:41][cH:42]1.[ClH:29].[OH2:43]>>[ClH:29].[c:7]1([C:26]([c:23]2[cH:22][cH:21][c:20]([CH3:19])[cH:25][cH:24]2)([CH3:27])[OH:28])[c:8]([CH3:18])[cH:9][c:10]2[c:11]([n:12]1)[CH2:13][CH2:14][CH2:15][CH2:16][CH2:17]2. The reactants are Cc1cc2c(nc1Br)CCCCC2, [Li]CCCC, CC(=O)c1ccc(C)cc1, CCCCCC, Cc1ccccc1, Cl, O. The product is Cl, Cc1ccc(C(C)(O)c2nc3c(cc2C)CCCCC3)cc1. Reactants: C(=O)(OC(C)(C)C)N1C(=C(C2=CC(=CC(=C12)[N+](=O)[O-])CN1CCS(CC1)(=O)=O)Br)C1=CC=CC=C1 (1-BOC-3-bromo-5-(1,1-dioxo-thiomorpholine-4-yl)methyl-7-nitro-2-phenyl-1H-indole), Cl (HCl). The solvent is C(C)OCC (diethylether). Reaction conditions: time 2 hour. Product: BrC1=C(NC2=C(C=C(C=C12)CN1CCS(CC1)(=O)=O)[N+](=O)[O-])C1=CC=CC=C1 (3-bromo-5-(1,1-dioxo-thiomorpholine-4-yl)methyl-7-nitro-2-phenyl-1H-indole). RXN SMILES: C([N:8]1[C:16]2[C:11](=[CH:12][C:13]([CH2:20][N:21]3[CH2:26][CH2:25][S:24](=[O:28])(=[O:27])[CH2:23][CH2:22]3)=[CH:14][C:15]=2[N+:17]([O-:19])=[O:18])[C:10]([Br:29])=[C:9]1[C:30]1[CH:35]=[CH:34][CH:33]=[CH:32][CH:31]=1)(OC(C)(C)C)=O.Cl>C(OCC)C>[Br:29][C:10]1[C:11]2[C:16](=[C:15]([N+:17]([O-:19])=[O:18])[CH:14]=[C:13]([CH2:20][N:21]3[CH2:26][CH2:25][S:24](=[O:27])(=[O:28])[CH2:23][CH2:22]3)[CH:12]=2)[NH:8][C:9]=1[C:30]1[CH:31]=[CH:32][CH:33]=[CH:34][CH:35]=1. Reported procedure: 1-BOC-3-bromo-5-(1,1-dioxo-thiomorpholine-4-yl)methyl-7-nitro-2-phenyl-1H-indole obtained in Step 3 (825 mg, 1.6 mmol) was dissolved in diethylether (5 mL), and then HCl (4M dioxane solution, 5 mL). The reaction solution was stirred for 2 hours at room temperature. At the end of the reaction, removed solvent under reduced pressure and dried to obtain 3-bromo-5-(1,1-dioxo-thiomorpholine-4-yl)methyl-7-nitro-2-phenyl-1H-indole, which was used in the next step without further purification. The reactants are NC=1C(=NC=CC1)NC=1C=C(C=CC1)C1=CC=CC=C1 (3-amino-2-(3-biphenylylamino)pyridine), OC1=CC=C(C=C1)CC(C(=O)O)=O (3-(4-hydroxyphenyl)pyruvic acid), C(C)(=O)OCC (ethyl acetate), C([O-])(O)=O.[Na+] (sodium bicarbonate). Run in C(C)O (ethanol). Product: C1(=CC(=CC=C1)N1C2=C(N=C(C1=O)CC1=CC=C(C=C1)O)C=CC=N2)C2=CC=CC=C2 (4-(3-biphenylyl)-2-(4-hydroxybenzyl)-3-oxo-3,4-dihydropyrido[2,3-b]pyrazine). Yield: 61.2%. As a reaction SMILES: [NH2:1][C:2]1[C:3]([NH:8][C:9]2[CH:10]=[C:11]([C:15]3[CH:20]=[CH:19][CH:18]=[CH:17][CH:16]=3)[CH:12]=[CH:13][CH:14]=2)=[N:4][CH:5]=[CH:6][CH:7]=1.[OH:21][C:22]1[CH:27]=[CH:26][C:25]([CH2:28][C:29](=O)[C:30](O)=[O:31])=[CH:24][CH:23]=1.C(OCC)(=O)C.C(=O)(O)[O-].[Na+]>C(O)C>[C:11]1([C:15]2[CH:16]=[CH:17][CH:18]=[CH:19][CH:20]=2)[CH:12]=[CH:13][CH:14]=[C:9]([N:8]2[C:30](=[O:31])[C:29]([CH2:28][C:25]3[CH:24]=[CH:23][C:22]([OH:21])=[CH:27][CH:26]=3)=[N:1][C:2]3[CH:7]=[CH:6][CH:5]=[N:4][C:3]2=3)[CH:10]=1 |f:3.4|. Procedure: A mixture of 3-amino-2-(3-biphenylylamino)pyridine (196 mg) and 3-(4-hydroxyphenyl)pyruvic acid (162 mg) in ethanol (5 ml) was stirred under reflux for 2 hours. The mixture was cooled and then poured into a mixture of ethyl acetate and aqueous sodium bicarbonate. The organic phase was separated, washed with aqueous sodium bicarbonate and brine, dried over magnesium sulfate and concentrated. The residue was crystallized from methanol to give 4-(3-biphenylyl)-2-(4-hydroxybenzyl)-3-oxo-3,4-dihydrop... Reactants: Br, CC1(C)OCC(COc2ccccc2C#N)O1, N#Cc1ccccc1O, CCO, CC(=O)O. The product is CC(=O)OC(CBr)COc1ccccc1C#N. RXN SMILES: [BrH:30].[C:10](#[N:11])[c:12]1[c:13]([O:14][CH2:15][CH:16]2[O:17][C:18]([CH3:21])([CH3:22])[O:19][CH2:20]2)[cH:23][cH:24][cH:25][cH:26]1.[C:1]([c:2]1[cH:3][cH:4][cH:5][cH:6][c:7]1[OH:8])#[N:9].[CH3:27][CH2:28][OH:29].[CH3:31][C:32](=[O:33])[OH:34]>>[C:10](#[N:11])[c:12]1[c:13]([O:14][CH2:15][CH:16]([O:17][C:18](=[O:19])[CH3:21])[CH2:20][Br:30])[cH:23][cH:24][cH:25][cH:26]1. Reactants: Cl (hydrochloric acid), C(O)([O-])=O.[Na+] (sodium hydrogencarbonate), C=O (formalin), OC(CCCNCCC1=NC(=CC=C1)C)C1=CC=C(C=C1)NS(=O)(=O)C (N-[4-[1-hydroxy-4-[2-(6-methyl-2-pyridyl)ethylamino]butyl]phenyl]methanesulfonamide), [BH4-].[Na+] (sodium borohydride). Solvent: CO (methanol). Reaction conditions: temperature 0 celsius, time 20 minute. Product: OC(CCCN(C)CCC1=NC(=CC=C1)C)C1=CC=C(C=C1)NS(=O)(=O)C (N-[4-[1-hydroxy-4-[N-methyl-2-(6-methyl-2-pyridyl)ethylamino]butyl]phenyl]methanesulfonamide). The yield is 94.0%. As a reaction SMILES: C=O.[OH:3][CH:4]([C:18]1[CH:23]=[CH:22][C:21]([NH:24][S:25]([CH3:28])(=[O:27])=[O:26])=[CH:20][CH:19]=1)[CH2:5][CH2:6][CH2:7][NH:8][CH2:9][CH2:10][C:11]1[CH:16]=[CH:15][CH:14]=[C:13]([CH3:17])[N:12]=1.[BH4-].[Na+].Cl.[C:32](=O)([O-])O.[Na+]>CO>[OH:3][CH:4]([C:18]1[CH:19]=[CH:20][C:21]([NH:24][S:25]([CH3:28])(=[O:27])=[O:26])=[CH:22][CH:23]=1)[CH2:5][CH2:6][CH2:7][N:8]([CH2:9][CH2:10][C:11]1[CH:16]=[CH:15][CH:14]=[C:13]([CH3:17])[N:12]=1)[CH3:32] |f:2.3,5.6|. Reported procedure: 5.19 ml of formalin was added to a solution of 2.12 g (free compound: 6.12 mmol) of N-[4-[1-hydroxy-4-[2-(6-methyl-2-pyridyl)ethylamino]butyl]phenyl]methanesulfonamide obtained in Example 3-(4) in 20 ml of methanol. The mixture was refluxed for 30 min. The mixture was cooled at 0° C. and 0.81 g of sodium borohydride was added in small portions thereto. The mixture was stirred at 0° C. for 20 min. 36 ml of 1N hydrochloric acid was added thereto to acidify it. The solution thus obtained was poured... The reactants are CN(C)C(=[N+](C)C)ON1C2=C(C=CC=C2)N=N1.[B-](F)(F)(F)F (TBTU), C(C)(C)(C)OC(=O)N[C@H](C(=O)O)CNC(=O)C=1SC(=CC1)Cl ((S)-2-tert-Butoxycarbonylamino-3-[(5-chloro-thiophene-2-carbonyl)-amino]-propionic acid), CCN(C(C)C)C(C)C (DIPEA), CN1CCNCC1 (N-methyl piperazine). Solvent: C(Cl)Cl (DCM). Reaction conditions: time 16 hour. Product: C(C)(C)(C)OC(N[C@H](C(=O)N1CCN(CC1)C)CNC(=O)C=1SC(=CC1)Cl)=O ([(S)-1-{[(5-Chloro-thiophene-2-carbonyl)-amino]-methyl}-2-(4-methyl-piperazin-1-yl)-2-oxo-ethyl]-carbamic acid tert-butyl ester). Reaction SMILES: [C:1]([O:5][C:6]([NH:8][C@@H:9]([CH2:13][NH:14][C:15]([C:17]1[S:18][C:19]([Cl:22])=[CH:20][CH:21]=1)=[O:16])[C:10]([OH:12])=O)=[O:7])([CH3:4])([CH3:3])[CH3:2].[CH3:23][N:24]1[CH2:29][CH2:28][NH:27][CH2:26][CH2:25]1.CCN(C(C)C)C(C)C.CN(C(ON1N=NC2C=CC=CC1=2)=[N+](C)C)C.[B-](F)(F)(F)F>C(Cl)Cl>[C:1]([O:5][C:6](=[O:7])[NH:8][C@@H:9]([CH2:13][NH:14][C:15]([C:17]1[S:18][C:19]([Cl:22])=[CH:20][CH:21]=1)=[O:16])[C:10]([N:27]1[CH2:28][CH2:29][N:24]([CH3:23])[CH2:25][CH2:26]1)=[O:12])([CH3:2])([CH3:3])[CH3:4] |f:3.4|. Procedure: Intermediate 88 (13.4 g, 38.42 mmol) was dissolved in 200 ml DCM and N-methyl piperazine (8.52 ml, 76.83 mmol) was added followed by DIPEA (26.77 ml, 153.67 mmol) and TBTU (18.5 g, 57.63 mmol). After 16 h stirring at RT, the solution was evaporated to dryness and purified by silica gel chromatography. Yield: 13.05 g, 79%.